This data is from the Open Reaction Database (ORD), a public repository of structured organic reaction records. The task is: describe an organic reaction: reactants, conditions, products, and yield Starting materials: [Al+3], NC(=O)C1Cc2ccccc2N1, C1CCOC1, [H-], [H-], [H-], [H-], [Li+], [Na+], [OH-]. Product: NCC1Cc2ccccc2N1. Reaction SMILES: [Al+3:2].[C:7]([NH2:8])(=[O:9])[CH:10]1[NH:11][c:12]2[cH:13][cH:14][cH:15][cH:16][c:17]2[CH2:18]1.[CH2:21]1[O:22][CH2:23][CH2:24][CH2:25]1.[H-:1].[H-:4].[H-:5].[H-:6].[Li+:3].[Na+:20].[OH-:19]>>[CH2:7]([NH2:8])[CH:10]1[NH:11][c:12]2[cH:13][cH:14][cH:15][cH:16][c:17]2[CH2:18]1. Starting materials: CN(C)C(=O)c1ccccc1, CC(=O)[O-], O=C(Cl)C(=O)Cl, ClCCCl, [Na+], c1cc[nH]c1. The product is O=C(c1ccccc1)c1ccc[nH]1. RXN SMILES: [CH3:1][N:2]([C:3]([c:4]1[cH:5][cH:6][cH:7][cH:8][cH:9]1)=[O:10])[CH3:11].[CH3:24][C:25](=[O:26])[O-:27].[Cl:12][C:13]([C:14]([Cl:15])=[O:16])=[O:17].[Cl:28][CH2:29][CH2:30][Cl:31].[Na+:23].[nH:18]1[cH:19][cH:20][cH:21][cH:22]1>>[C:3]([c:4]1[cH:5][cH:6][cH:7][cH:8][cH:9]1)(=[O:10])[c:19]1[nH:18][cH:22][cH:21][cH:20]1. Starting materials: ClC=1C(=NC=C(C1)Cl)C([C@H](C)NC(C1=C(C=CC=C1)C(F)(F)F)=O)=NOCC ((S)—N-[2-(3,5-dichloropyridin-2-yl)-2-ethoxyimino-1-methylethyl]-2-(trifluoromethyl)benzamide), quartz. Solvent: C(C)#N (acetonitrile). Product: ClC=1C(=NC=C(C1)Cl)\C(\[C@H](C)NC(C1=C(C=CC=C1)C(F)(F)F)=O)=N/OCC ((S)—N-[2-(3,5-dichloropyridin-2-yl)-2-[(Z)-ethoxyimino]-1-methylethyl]-2-(trifluoromethyl)benzamide). The yield is 96.0%. RXN SMILES: [Cl:1][C:2]1[C:3]([C:9](=[N:25][O:26][CH2:27][CH3:28])[C@@H:10]([NH:12][C:13](=[O:24])[C:14]2[CH:19]=[CH:18][CH:17]=[CH:16][C:15]=2[C:20]([F:23])([F:22])[F:21])[CH3:11])=[N:4][CH:5]=[C:6]([Cl:8])[CH:7]=1>C(#N)C>[Cl:1][C:2]1[C:3](/[C:9](=[N:25]\[O:26][CH2:27][CH3:28])/[C@@H:10]([NH:12][C:13](=[O:24])[C:14]2[CH:19]=[CH:18][CH:17]=[CH:16][C:15]=2[C:20]([F:22])([F:21])[F:23])[CH3:11])=[N:4][CH:5]=[C:6]([Cl:8])[CH:7]=1. Reported procedure: 580 mg of (S)—N-[2-(3,5-dichloropyridin-2-yl)-2-ethoxyimino-1-methylethyl]-2-(trifluoromethyl)benzamide was dissolved in 3 ml of acetonitrile, and the solution was irradiated with light for 8 hours in a quartz cell (manufactured by Fine, 4 clear windows for spectroscopy) using a 100 W high-pressure mercury lamp (manufactured by USHIO INC., lamp: UM-102, power supply: UM-103B-B). After completion of the reaction, the solvent was evaporated under reduced pressure, and the resulting residue was pur...